From a dataset of the Open Reaction Database (ORD), a public repository of structured organic reaction records. describe an organic reaction: reactants, conditions, products, and yield The reactants are Cl (hydrochloric acid), C1(=CC=CC=C1)C(=C(C1=CC=C(C=C1)OCOC)C1=CC=C(C=C1)OCCNC)C(F)(F)F (2-phenyl-3,3,3-trifluoro-1-[4-(2-methylaminoethoxy)-phenyl]-1-(4-methoxymethoxy-phenyl)-propene). Solvent: CO (methanol). Conditions: time 1 hour. Product: Cl.C1(=CC=CC=C1)C(=C(C1=CC=C(C=C1)OCCNC)C1=CC=C(C=C1)O)C(F)(F)F (2-phenyl-3,3,3-trifluoro-1-(4-hydroxyphenyl)-1-[4-(2-methylamino-ethoxy)-phenyl]-propene hydrochloride). The yield is 71.6%. Reaction SMILES: [ClH:1].[C:2]1([C:8]([C:31]([F:34])([F:33])[F:32])=[C:9]([C:20]2[CH:25]=[CH:24][C:23]([O:26][CH2:27][CH2:28][NH:29][CH3:30])=[CH:22][CH:21]=2)[C:10]2[CH:15]=[CH:14][C:13]([O:16]COC)=[CH:12][CH:11]=2)[CH:7]=[CH:6][CH:5]=[CH:4][CH:3]=1>CO>[ClH:1].[C:2]1([C:8]([C:31]([F:32])([F:33])[F:34])=[C:9]([C:10]2[CH:11]=[CH:12][C:13]([OH:16])=[CH:14][CH:15]=2)[C:20]2[CH:25]=[CH:24][C:23]([O:26][CH2:27][CH2:28][NH:29][CH3:30])=[CH:22][CH:21]=2)[CH:7]=[CH:6][CH:5]=[CH:4][CH:3]=1 |f:3.4|. Procedure: 1.5 ml of a 9% methanolic hydrochloric acid are added to a solution of 1.50 g (3.28 mmoles) of 2-phenyl-3,3,3-trifluoro-1-[4-(2-methylaminoethoxy)-phenyl]-1-(4-methoxymethoxy-phenyl)-propene in 15 ml of methanol, and the mixture is boiled for one hour. The solution is evaporated to dryness, and the residue is crystallized from isopropanol. 1.06 g (71.6%) of the aimed compound are obtained; m.p.: 213°-218° C. The reactants are C(C1=CC=CC=C1)OC=1C(=NC=CC1OC)C(=O)NC1=CC=C(C=C1)OC1=CC=CC=C1 (3-Benzyloxy-4-methoxy-4′-phenoxypicolinanilide). The reagents and catalysts are [C].[Pd] (palladium-carbon). Run in C(C)O (ethanol). Product: OC=1C(=NC=CC1OC)C(=O)NC1=CC=C(C=C1)OC1=CC=CC=C1 (3-Hydroxy-4-methoxy-4′-phenoxypicolinanilide). The yield is 81.3%. RXN SMILES: C([O:8][C:9]1[C:10]([C:17]([NH:19][C:20]2[CH:25]=[CH:24][C:23]([O:26][C:27]3[CH:32]=[CH:31][CH:30]=[CH:29][CH:28]=3)=[CH:22][CH:21]=2)=[O:18])=[N:11][CH:12]=[CH:13][C:14]=1[O:15][CH3:16])C1C=CC=CC=1>[C].[Pd].C(O)C>[OH:8][C:9]1[C:10]([C:17]([NH:19][C:20]2[CH:25]=[CH:24][C:23]([O:26][C:27]3[CH:32]=[CH:31][CH:30]=[CH:29][CH:28]=3)=[CH:22][CH:21]=2)=[O:18])=[N:11][CH:12]=[CH:13][C:14]=1[O:15][CH3:16] |f:1.2|. Procedure details: 3-Benzyloxy-4-methoxy-4′-phenoxypicolinanilide (0.64 g, 1.5 mmol) was mixed with ethanol (4 ml) to prepare a suspension. To this suspension was added 64 mg of 10% palladium-carbon. The mixture was subjected to catalytic reduction under atmospheric conditions overnight. The reaction solution was filtered, and the filtrate was concentrated under the reduced pressure. The residue was dissolved in a water-methanol mixed solution, and was recrystallized to give 0.41 g (yield 81%) of the title compoun... Starting materials: O.NC1=NN=NN1 (5-amino-1,2,3,4-tetrazole hydrate), C(#N)C1=CC=C(C=C(C(=O)OCC)C(C)=O)C=C1 (ethyl 2-(4-cyanobenzylidene)-3-oxobutanoate), C([O-])(O)=O.[Na+] (sodium bicarbonate). Run in CN(C)C=O (DMF). Run at temperature 55 celsius, time 12 hour. The product is C(#N)C1=CC=C(C=C1)C1C(=C(NC=2N1N=NN2)C)C(=O)OCC (Ethyl(rac)-7-(4-cyanophenyl)-5-methyl-4,7-dihydrotetrazolo[1,5-a]pyrimidine-6-carboxylate). As a reaction SMILES: O.[NH2:2][C:3]1[NH:7][N:6]=[N:5][N:4]=1.[C:8]([C:10]1[CH:25]=[CH:24][C:13]([CH:14]=[C:15]([C:21](=O)[CH3:22])[C:16]([O:18][CH2:19][CH3:20])=[O:17])=[CH:12][CH:11]=1)#[N:9].C(=O)(O)[O-].[Na+]>CN(C=O)C>[C:8]([C:10]1[CH:25]=[CH:24][C:13]([CH:14]2[N:4]3[N:5]=[N:6][N:7]=[C:3]3[NH:2][C:21]([CH3:22])=[C:15]2[C:16]([O:18][CH2:19][CH3:20])=[O:17])=[CH:12][CH:11]=1)#[N:9] |f:0.1,3.4|. Reported procedure: Under an atmosphere of argon, 5-amino-1,2,3,4-tetrazole hydrate (1.0 g, 9.7 mmol) and ethyl 2-(4-cyanobenzylidene)-3-oxobutanoate (2.6 g, 10.7 mmol, 1.1 eq.) were dissolved in DMF (50 ml), and solid sodium bicarbonate (4.1 g, 48.5 mmol, 5 eq.) was added. The mixture was stirred at 55° C. for 12 h. The mixture was then filtered and the DMF from the filtrate was distilled off under reduced pressure. The residue was suspended in ethanol and stirred overnight. The product was filtered off and dried ... Starting materials: CC[N+](CC)(CC)Cc1ccccc1, COC(=O)c1ccc(OCc2c(-c3ccc(F)c(F)c3)noc2C=Cc2ccccc2)nc1, CCOC(C)=O, CCCCCCC, [Cl-], [O-][I+3]([O-])([O-])[O-], [Na+], C1COCCO1, O, O=[Os](=O)(=O)=O. Product: COC(=O)c1ccc(OCc2c(-c3ccc(F)c(F)c3)noc2C=O)nc1. As a reaction SMILES: [CH2:54]([N+:55]([CH2:56][CH3:57])([CH2:58][CH3:59])[CH2:60][CH3:61])[c:62]1[cH:63][cH:64][cH:65][cH:66][cH:67]1.[CH3:1][O:2][C:3]([c:4]1[cH:5][n:6][c:7]([O:10][CH2:11][c:12]2[c:13](-[c:25]3[cH:26][c:27]([F:32])[c:28]([F:31])[cH:29][cH:30]3)[n:14][o:15][c:16]2[CH:17]=[CH:18][c:19]2[cH:20][cH:21][cH:22][cH:23][cH:24]2)[cH:8][cH:9]1)=[O:33].[CH3:40][CH2:41][O:42][C:43](=[O:44])[CH3:45].[CH3:46][CH2:47][CH2:48][CH2:49][CH2:50][CH2:51][CH3:52].[Cl-:53].[I+3:34]([O-:35])([O-:36])([O-:37])[O-:38].[Na+:39].[O:68]1[CH2:69][CH2:70][O:71][CH2:72][CH2:73]1.[OH2:74].[Os:75](=[O:76])(=[O:77])(=[O:78])=[O:79]>>[CH3:1][O:2][C:3]([c:4]1[cH:5][n:6][c:7]([O:10][CH2:11][c:12]2[c:13](-[c:25]3[cH:26][c:27]([F:32])[c:28]([F:31])[cH:29][cH:30]3)[n:14][o:15][c:16]2[CH:17]=[O:35])[cH:8][cH:9]1)=[O:33]. The reactants are CCCNc1ccc([N+](=O)[O-])cc1-c1nc2cc(-c3ccc(Cl)c(C)c3)ccc2o1, [Zn]. Product: CCCNc1ccc(N)cc1-c1nc2cc(-c3ccc(Cl)c(C)c3)ccc2o1. As a reaction SMILES: [N+:1]([O-:2])(=[O:3])[c:4]1[cH:5][c:6](-[c:14]2[o:15][c:16]3[c:17]([n:18]2)[cH:19][c:20](-[c:23]2[cH:24][c:25]([CH3:30])[c:26]([Cl:29])[cH:27][cH:28]2)[cH:21][cH:22]3)[c:7]([NH:10][CH2:11][CH2:12][CH3:13])[cH:8][cH:9]1.[Zn:31]>>[NH2:1][c:4]1[cH:5][c:6](-[c:14]2[o:15][c:16]3[c:17]([n:18]2)[cH:19][c:20](-[c:23]2[cH:24][c:25]([CH3:30])[c:26]([Cl:29])[cH:27][cH:28]2)[cH:21][cH:22]3)[c:7]([NH:10][CH2:11][CH2:12][CH3:13])[cH:8][cH:9]1.